This data is from the Open Reaction Database (ORD), a public repository of structured organic reaction records. The task is: describe an organic reaction: reactants, conditions, products, and yield Reactants: O=C1CCC2(CC1)OCCCO2, C=C1CN(C(=O)OC(C)(C)C)C1. Yields the product C=C1CCC2(CC1)OCCCO2. RXN SMILES: [CH2:13]1[CH2:14][C:15](=[O:24])[CH2:16][CH2:17][C:18]12[O:19][CH2:20][CH2:21][CH2:22][O:23]2.[CH2:1]=[C:2]1[CH2:3][N:4]([C:5]([O:6][C:7]([CH3:8])([CH3:9])[CH3:10])=[O:11])[CH2:12]1>>[CH2:1]=[C:15]1[CH2:14][CH2:13][C:18]2([CH2:17][CH2:16]1)[O:19][CH2:20][CH2:21][CH2:22][O:23]2. The reactants are C(C)(=O)N1C(C(C2=CC(=C(C=C12)OC)OC)=C(C1=CC=CC=C1)OCC)=O (1-acetyl-3-(1-ethoxy-1-phenyl-methylidene)-5,6-dimethoxy-2-indolinone), CN(CCNC(=O)CN(C1=CC=C(C=C1)N)S(=O)(=O)C)C (N-[(2-dimethylamino-ethylamino)-carbonylmethyl]-N-methylsulphonyl-p-phenylenediamine). Yields the product CN(CCNC(=O)CN(S(=O)(=O)C)C1=CC=C(N\C(\C2=CC=CC=C2)=C\2/C(NC3=CC(=C(C=C23)OC)OC)=O)C=C1)C (3-(Z)-[1-(4-{N-[(2-dimethylamino-ethylamino)-carbonyl-methyl]N-methylsulphonyl-amino}-anilino)-1-phenyl-methylidene]-5,6-dimethoxy-2-indolinone). Reaction SMILES: C([N:4]1[C:12]2[C:7](=[CH:8][C:9]([O:15][CH3:16])=[C:10]([O:13][CH3:14])[CH:11]=2)[C:6](=[C:17](OCC)[C:18]2[CH:23]=[CH:22][CH:21]=[CH:20][CH:19]=2)[C:5]1=[O:27])(=O)C.[CH3:28][N:29]([CH3:48])[CH2:30][CH2:31][NH:32][C:33]([CH2:35][N:36]([S:44]([CH3:47])(=[O:46])=[O:45])[C:37]1[CH:42]=[CH:41][C:40]([NH2:43])=[CH:39][CH:38]=1)=[O:34]>>[CH3:28][N:29]([CH3:48])[CH2:30][CH2:31][NH:32][C:33]([CH2:35][N:36]([C:37]1[CH:42]=[CH:41][C:40]([NH:43]/[C:17](=[C:6]2\[C:5](=[O:27])[NH:4][C:12]3[C:7]\2=[CH:8][C:9]([O:15][CH3:16])=[C:10]([O:13][CH3:14])[CH:11]=3)/[C:18]2[CH:23]=[CH:22][CH:21]=[CH:20][CH:19]=2)=[CH:39][CH:38]=1)[S:44]([CH3:47])(=[O:46])=[O:45])=[O:34]. Procedure details: Prepared from 1-acetyl-3-(1-ethoxy-1-phenyl-methylidene)-5,6-dimethoxy-2-indolinone and N-[(2-dimethylamino-ethylamino)-carbonylmethyl]-N-methylsulphonyl-p-phenylenediamine The reactants are Cl, C[Si](C)(C)CCOCn1nc(NC2CCN(S(C)(=O)=O)CC2)c2nc(-c3c(F)cccc3F)c3cc(C#N)ccc3c21, [Na+], [OH-], O. The product is CS(=O)(=O)N1CCC(Nc2n[nH]c3c2nc(-c2c(F)cccc2F)c2cc(C#N)ccc23)CC1. As a reaction SMILES: [ClH:46].[F:1][c:2]1[c:3](-[c:9]2[n:10][c:11]3[c:12]([c:13]4[cH:14][cH:15][c:16]([C:19]#[N:20])[cH:17][c:18]24)[n:21]([CH2:35][O:36][CH2:37][CH2:38][Si:39]([CH3:40])([CH3:41])[CH3:42])[n:22][c:23]3[NH:24][CH:25]2[CH2:26][CH2:27][N:28]([S:31](=[O:32])(=[O:33])[CH3:34])[CH2:29][CH2:30]2)[c:4]([F:8])[cH:5][cH:6][cH:7]1.[Na+:45].[OH-:44].[OH2:43]>>[F:1][c:2]1[c:3](-[c:9]2[n:10][c:11]3[c:12]([c:13]4[cH:14][cH:15][c:16]([C:19]#[N:20])[cH:17][c:18]24)[nH:21][n:22][c:23]3[NH:24][CH:25]2[CH2:26][CH2:27][N:28]([S:31](=[O:32])(=[O:33])[CH3:34])[CH2:29][CH2:30]2)[c:4]([F:8])[cH:5][cH:6][cH:7]1. Reactants: [H-].[Na+] (sodium hydride), C([O-])(O)=O.[Na+] (sodium bicarbonate), C(C)(C)(C)OC(C(N(CC(=O)OC(C)(C)C)CC1=CC=CC=C1)CC1=CC=C(C=C1)O)=O (N-benzyl-2-(4-hydroxybenzyl)-3-azaglutaric acid-di-tert-butyl ester), C(C)I (ethyl iodide). The solvent is CN(C=O)C (N,N-dimethylformamide), C1(=CC=CC=C1)C (toluene). Run at time 15 minute. The product is C(C)(C)(C)OC(C(N(CC(=O)OC(C)(C)C)CC1=CC=CC=C1)CC1=CC=C(C=C1)OCC)=O (N-Benzyl-2-(4-ethoxybenzyl)-3-azaglutaric acid-di-tert-butyl ester). As a reaction SMILES: [C:1]([O:5][C:6](=[O:32])[CH:7]([CH2:24][C:25]1[CH:30]=[CH:29][C:28]([OH:31])=[CH:27][CH:26]=1)[N:8]([CH2:17][C:18]1[CH:23]=[CH:22][CH:21]=[CH:20][CH:19]=1)[CH2:9][C:10]([O:12][C:13]([CH3:16])([CH3:15])[CH3:14])=[O:11])([CH3:4])([CH3:3])[CH3:2].[H-].[Na+].[CH2:35](I)[CH3:36].C(=O)(O)[O-].[Na+]>CN(C)C=O.C1(C)C=CC=CC=1>[C:1]([O:5][C:6](=[O:32])[CH:7]([CH2:24][C:25]1[CH:26]=[CH:27][C:28]([O:31][CH2:35][CH3:36])=[CH:29][CH:30]=1)[N:8]([CH2:17][C:18]1[CH:23]=[CH:22][CH:21]=[CH:20][CH:19]=1)[CH2:9][C:10]([O:12][C:13]([CH3:16])([CH3:15])[CH3:14])=[O:11])([CH3:2])([CH3:3])[CH3:4] |f:1.2,4.5|. Reported procedure: 13.2 g (30 mmol) of N-benzyl-2-(4-hydroxybenzyl)-3-azaglutaric acid-di-tert-butyl ester (Example b) is dissolved in 50 ml of anhydrous N,N-dimethylformamide and mixed at 0° C. under argon with 1.31 g (33 mmol) of sodium hydride dispersion (60% in mineral oil). The batch is allowed to stir for 15 minutes, then 8.05 g (51.7 mmol) of ethyl iodide is added, the reaction temperature is allowed to increase to room temperature and it is stirred for another three hours. For working-up, the batch is take... The reactants are C[Si](CCOCCl)(C)C (2-(trimethylsilyl)ethoxymethyl chloride), N1C(NC(C2=C1CCC2)=O)=O (6,7-dihydro-5H-cyclopenta[d]pyrimidine-2,4-dione), N1C(NC(C=C1)=O)=O (pyrimidine-2,4-dione). The product is C(C1=CC=CC=C1)OCCl (benzyloxymethyl chloride), title compound. The yield is 71.0%. RXN SMILES: N1[C:6]2[CH2:7][CH2:8][CH2:9][C:5]=2C(=O)NC1=O.N1C=CC(=O)NC1=O.C[Si](C)(C)[CH2:22][CH2:23][O:24][CH2:25][Cl:26]>>[CH2:23]([O:24][CH2:25][Cl:26])[C:22]1[CH:8]=[CH:9][CH:5]=[CH:6][CH:7]=1. Procedure: In a similar manner to the procedures described in Reference Example 3, reactions were carried out using 6,7-dihydro-5H-cyclopenta[d]pyrimidine-2,4-dione, instead of pyrimidine-2,4-dione, and using 2-(trimethylsilyl)ethoxymethyl chloride, instead of benzyloxymethyl chloride, to give the title compound (yield 71%) as a pale yellow powder. The product is N#Cc1cc2c(cc1O)OCCC2. RXN SMILES: [Al+3:23].[B:12]([Cl:13])([Cl:14])[Cl:15].[CH3:16][S:17][C:18]#[N:19].[Cl-:20].[Cl-:21].[Cl-:22].[Cl:26][CH:27]([Cl:28])[CH3:29].[Na+:25].[O:1]1[CH2:2][CH2:3][CH2:4][c:5]2[cH:6][cH:7][c:8]([OH:11])[cH:9][c:10]21.[OH-:24].[OH2:30]>>[O:1]1[CH2:2][CH2:3][CH2:4][c:5]2[cH:6][c:7]([C:18]#[N:19])[c:8]([OH:11])[cH:9][c:10]21. Reactants: [Al+3], ClB(Cl)Cl, CSC#N, [Cl-], [Cl-], [Cl-], CC(Cl)Cl, [Na+], Oc1ccc2c(c1)OCCC2, [OH-], O. The reactants are O1CCOC=2C1=C1C=C(COC1=CC2)C=O (2,3-Dihydro-8H-[1,4]dioxino[2,3-f]chromene-9-carbaldehyde), Cl (hydrochloric acid), [BH4-].[Na+] (sodium borohydride). Run in C(C)O (ethanol). Conditions: time 15 minute. Yields the product petroleum ether ethyl acetate, O1CCOC=2C1=C1C=C(COC1=CC2)CO (2,3-Dihydro-8H-[1,4]dioxino[2,3-f]chromen-9-ylmethanol). As a reaction SMILES: [O:1]1[C:6]2=[C:7]3[C:12](=[CH:13][CH:14]=[C:5]2[O:4][CH2:3][CH2:2]1)[O:11][CH2:10][C:9]([CH:15]=[O:16])=[CH:8]3.[BH4-].[Na+].Cl>C(O)C>[O:1]1[C:6]2=[C:7]3[C:12](=[CH:13][CH:14]=[C:5]2[O:4][CH2:3][CH2:2]1)[O:11][CH2:10][C:9]([CH2:15][OH:16])=[CH:8]3 |f:1.2|. Procedure details: 2.18 g (10 mmol) of the aldehyde obtained in Step C are dissolved in 25 ml of anhydrous ethanol and then 0.38 g (10 mmol) of sodium borohydride is added to the medium. After 15 minutes of stirring, the solvent is evaporated in vacuo; the residue obtained is then acidified with a 1N hydrochloric acid solution. The aqueous phase is extracted with dichloromethane; the organic phase is then dried over magnesium sulphate and then concentrated under reduced pressure. The crude product is passed over a...